Dataset: the Open Reaction Database (ORD), a public repository of structured organic reaction records. Task: describe an organic reaction: reactants, conditions, products, and yield Reactants: FC(C1=CC=C(C=C1)CCC(=O)O)(F)F (3-[4-(trifluoromethyl)phenyl]propanoic acid), C(=O)(N1C=NC=C1)N1C=NC=C1 (carbonyldiimidazole), [N-]1C=NC=C1 (imidazolide), [N+](=O)([O-])C (nitromethane), [H-].[Na+] (sodium hydride), Cl (HCl). The solvent is C1CCOC1 (THF), C1CCOC1 (THF), O (water). The product is [N+](=O)([O-])CC(CCC1=CC=C(C=C1)C(F)(F)F)=O (1-Nitro-4-[4-(trifluoromethyl)phenyl]-2-butanone). The yield is 70.8%. RXN SMILES: [F:1][C:2]([F:15])([F:14])[C:3]1[CH:8]=[CH:7][C:6]([CH2:9][CH2:10][C:11]([OH:13])=O)=[CH:5][CH:4]=1.C(N1C=CN=C1)(N1C=CN=C1)=O.[N+:28]([CH3:31])([O-:30])=[O:29].[H-].[Na+].[N-]1C=CN=C1.Cl>C1COCC1.O>[N+:28]([CH2:31][C:11](=[O:13])[CH2:10][CH2:9][C:6]1[CH:5]=[CH:4][C:3]([C:2]([F:1])([F:15])[F:14])=[CH:8][CH:7]=1)([O-:30])=[O:29] |f:3.4|. Reported procedure: To a solution of 3-[4-(trifluoromethyl)phenyl]propanoic acid (4.36 g, 20.0 mmol) in THF (100 ml) was added carbonyldiimidazole (3.89 g, 24.0 mmol) and the mixture was refluxed for 1 h. Into a separate flask was placed nitromethane (4.5 ml, 80.0 mmol), THF (40 ml) and sodium hydride (0.96 g, 24.0 mmol) and the mixture was stirred for 10 min. To this was added slowly the imidazolide from the first reaction and the mixture was refluxed for 16 h. To the reaction mixture was added water (100 ml) and ... The reactants are COC(=O)C=1N(N=C(C1)OCC=1C(=NOC1C)C1CCOCC1)C (2-methyl-5-[5-methyl-3-(tetrahydro-pyran-4-yl)-isoxazol-4-ylmethoxy]-2H-pyrazole-3-carboxylic acid methyl ester), COC(=O)C=1NN=C(C1)OCC=1C(=NOC1C)C1=CC=CC=C1 (5-(5-methyl-3-phenyl-isoxazol-4-ylmethoxy)-2H-pyrazole-3-carboxylic acid methyl ester), NC1CCOCC1 (4-aminotetrahydropyran). Yields the product O1CCC(CC1)NC(=O)C=1N(N=C(C1)OCC=1C(=NOC1C)C1CCOCC1)C (2-Methyl-5-[5-methyl-3-(tetrahydro-pyran-4-yl)-isoxazol-4-ylmethoxy]-2H-pyrazole-3-carboxylic acid (tetrahydro-pyran-4-yl)-amide). The yield is 76.0%. Reaction SMILES: CO[C:3]([C:5]1[N:6]([CH3:24])[N:7]=[C:8]([O:10][CH2:11][C:12]2[C:13]([CH:18]3[CH2:23][CH2:22][O:21][CH2:20][CH2:19]3)=[N:14][O:15][C:16]=2[CH3:17])[CH:9]=1)=[O:4].COC(C1NN=C(OC[C:36]2[C:37]([C:42]3[CH:47]=CC=CC=3)=[N:38][O:39][C:40]=2C)C=1)=O.NC1CCOCC1>>[O:39]1[CH2:47][CH2:42][CH:37]([NH:38][C:3]([C:5]2[N:6]([CH3:24])[N:7]=[C:8]([O:10][CH2:11][C:12]3[C:13]([CH:18]4[CH2:19][CH2:20][O:21][CH2:22][CH2:23]4)=[N:14][O:15][C:16]=3[CH3:17])[CH:9]=2)=[O:4])[CH2:36][CH2:40]1. Procedure details: As described for example 1b, 2-methyl-5-[5-methyl-3-(tetrahydro-pyran-4-yl)-isoxazol-4-ylmethoxy]-2H-pyrazole-3-carboxylic acid methyl ester (200 mg, 0.6 mmol), instead of 5-(5-methyl-3-phenyl-isoxazol-4-ylmethoxy)-2H-pyrazole-3-carboxylic acid methyl ester, was converted, using 4-aminotetrahydropyran instead of morpholine, to the title compound (183 mg, 76%) which was obtained as a colorless gum. MS: m/e=403.1 [M−H]−. Starting materials: C1=COCCC1, CC(CO)C1CCC2C3C=CC4=CC(=O)C5OC5C4(C)C3CCC12C, Cc1ccc(S(=O)(=O)O)cc1, c1ccccc1. The product is CC(COC1CCCCO1)C1CCC2C3C=CC4=CC(=O)C5OC5C4(C)C3CCC12C. RXN SMILES: [CH2:1]1[CH2:2][O:3][CH:4]=[CH:5][CH2:6]1.[O:18]1[CH:19]2[CH:20]1[C:21](=[O:42])[CH:22]=[C:23]1[CH:24]=[CH:25][CH:26]3[CH:27]4[CH2:28][CH2:29][CH:30]([CH:31]([CH2:32][OH:33])[CH3:34])[C:35]4([CH3:41])[CH2:36][CH2:37][CH:38]3[C:39]21[CH3:40].[c:7]1([CH3:8])[cH:9][cH:10][c:11]([S:12]([OH:13])(=[O:14])=[O:15])[cH:16][cH:17]1.[cH:43]1[cH:44][cH:45][cH:46][cH:47][cH:48]1>>[CH2:1]1[CH2:2][O:3][CH:4]([O:33][CH2:32][CH:31]([CH:30]2[CH2:29][CH2:28][CH:27]3[CH:26]4[CH:25]=[CH:24][C:23]5=[CH:22][C:21](=[O:42])[CH:20]6[O:18][CH:19]6[C:39]5([CH3:40])[CH:38]4[CH2:37][CH2:36][C:35]32[CH3:41])[CH3:34])[CH2:5][CH2:6]1.